This data is from the Open Reaction Database (ORD), a public repository of structured organic reaction records. The task is: describe an organic reaction: reactants, conditions, products, and yield Starting materials: CC=1OC=CC1S (2-methyl-3-furan thiol), C[O-].[Na+] (sodium methoxide), 3-furyl sulfides, ( iii ), [Br-] (bromide), alkali metal alkoxide, ( ii ), ( i ), 3-furan thiols, α-picolyl halide, Cl.N1=C(C=CC=C1)CCl (α-picolyl chloride hydrochloride), lower alkanol, CC=1OC=CC1S (2-methyl-3-furan thiol), [Cl-] (chloride). Run in CO (methanol), C(C)(C)O (isopropanol), C(C)O (ethanol), CO (methanol). Product: N1=C(C=CC=C1)CSC1=C(OC=C1)C ((2-methyl-3-furyl) (2-pyridylmethyl) sulfide). RXN SMILES: [CH3:1][C:2]1[O:3][CH:4]=[CH:5][C:6]=1[SH:7].[Br-].[Cl-].Cl.[N:11]1[CH:16]=[CH:15][CH:14]=[CH:13][C:12]=1[CH2:17]Cl.C[O-].[Na+]>CO.C(O)(C)C.C(O)C>[N:11]1[CH:16]=[CH:15][CH:14]=[CH:13][C:12]=1[CH2:17][S:7][C:6]1[CH:5]=[CH:4][O:3][C:2]=1[CH3:1] |f:3.4,5.6|. Procedure: The 3-furyl sulfides of our invention can also be prepared by reacting 3-furan thiols, e.g. 2-methyl-3-furan thiol with an α-picolyl halide (2-pyridyl-methyl halide) (e.g. a bromide or chloride); (i) in the presence of a base such as an alkali metal alkoxide (e.g., sodium methoxide); (ii) at a temperature in the range of 15°-65° C; and (iii) in a suitable solvent, e.g., an anhydrous lower alkanol such as anhydrous methanol, ethanol or isopropanol. Thus, for example, α-picolyl chloride hydrochlor... Starting materials: [OH-].[Li+] (lithium hydroxide), COC(CCBr)=O (methyl-3-bromopropionate), C([O-])([O-])=O.[K+].[K+] (potassium carbonate), [N+](=O)([O-])C=1C=NNC1 (4-Nitro-1H-pyrazole). The solvent is CO (methanol), CN(C)C=O (DMF). Conditions: temperature 50 celsius, time 3 hour. The product is [N+](=O)([O-])C=1C=NN(C1)CCC(=O)O (3-(4-nitro-1H-pyrazol-1-yl)propanoic acid). RXN SMILES: [N+:1]([C:4]1[CH:5]=[N:6][NH:7][CH:8]=1)([O-:3])=[O:2].C[O:10][C:11](=[O:15])[CH2:12][CH2:13]Br.C(=O)([O-])[O-].[K+].[K+].[OH-].[Li+]>CN(C=O)C.CO>[N+:1]([C:4]1[CH:5]=[N:6][N:7]([CH2:13][CH2:12][C:11]([OH:15])=[O:10])[CH:8]=1)([O-:3])=[O:2] |f:2.3.4,5.6|. Reported procedure: 4-Nitro-1H-pyrazole (0.50 g, 4.4 mmol) was dissolved in DMF (5 mL). After addition of methyl-3-bromopropionate (0.72 mL, 1.5 eq) and potassium carbonate (0.92 g, 1.5 eq), the reaction mixture was stirred at 50° C. for 3 h, then partitioned between water and DCM. The aqueous phase was extracted with DCM, the combined organic phases dried over sodium sulfate and evaporated. The residue was hydrolyzed at rt over 30 min with lithium hydroxide (3M, aqueous) (4.4 mL, 3 eq) in methanol (5 mL) and the r...